Task: describe an organic reaction: reactants, conditions, products, and yield. Dataset: the Open Reaction Database (ORD), a public repository of structured organic reaction records Starting materials: O (water), C[O-].[Na+] (sodium methylate), ON1C(CCC1=O)=O (N-hydroxy succinimide), CC1=C(C(=N)Cl)C=CC=C1 (methyl benzimidoyl chloride). The solvent is CO (methanol). Yields the product O=C1N(C(CC1)=O)OC(C1=CC=CC=C1)=NC (N-methyl-benzimidic acid 2,5-dioxopyrrolidine-1-yl ester). Yield: 43.8%. As a reaction SMILES: [CH3:1][O-].[Na+].[OH:4][N:5]1[C:9](=[O:10])[CH2:8][CH2:7][C:6]1=[O:11].C[C:13]1[CH:21]=[CH:20][CH:19]=[CH:18][C:14]=1[C:15](Cl)=[NH:16].O>CO>[O:11]=[C:6]1[CH2:7][CH2:8][C:9](=[O:10])[N:5]1[O:4][C:15](=[N:16][CH3:1])[C:14]1[CH:18]=[CH:19][CH:20]=[CH:21][CH:13]=1 |f:0.1|. Procedure details: 1.7 g (0.03 mol) of sodium methylate are added to a solution of 3.45 g (0.03 mol) of N-hydroxy succinimide in 25 ml of methanol. The reaction mixture is stirred for one h, concentrated under vacuo and the residue is taken up in 15 ml of DMF. 4.6 g (0.03 mol) of methyl benzimidoyl chloride are added on stirring. The reaction mixture is stirred at room temperature for 12 h and then poured into 120 ml of water. The so formed precipitate is sucked off and dried in vacuo to obtain 3.8 g of a crude pr... Starting materials: C1CCC2=NCCCN2CC1, Cn1ccnc1C=O, ClCCl, O=Nc1ccccc1. Yields the product Cn1ccnc1C(=O)N(O)c1ccccc1. As a reaction SMILES: [CH2:1]1[CH2:2][CH2:3][C:4]2=[N:9][CH2:8][CH2:7][CH2:6][N:5]2[CH2:10][CH2:11]1.[CH3:12][n:13]1[c:14]([CH:18]=[O:19])[n:15][cH:16][cH:17]1.[Cl:28][CH2:29][Cl:30].[O:20]=[N:21][c:22]1[cH:23][cH:24][cH:25][cH:26][cH:27]1>>[CH3:12][n:13]1[c:14]([C:18](=[O:19])[N:21]([OH:20])[c:22]2[cH:23][cH:24][cH:25][cH:26][cH:27]2)[n:15][cH:16][cH:17]1. Reactants: S(=S)(=O)([O-])[O-].[Na+].[Na+] (sodium thiosulfate), CC(=O)OI1(C=2C=CC=CC2C(=O)O1)(OC(=O)C)OC(=O)C (Dess-Martin Periodinane), COC(CC1=CC=C(C=C1)CO)=O ((4-hydroxymethyl-phenyl)-acetic acid methyl ester). Solvent: C([O-])(O)=O.[Na+] (sodium bicarbonate), CCOCC (ether), ClCCl (dichloromethane), ClCCl (dichloromethane). Conditions: time 30 minute. Product: COC(CC1=CC=C(C=C1)C=O)=O ((4-formyl-phenyl)-acetic acid methyl ester). As a reaction SMILES: CC(OI1(OC(C)=O)(OC(C)=O)OC(=O)C2C=CC=CC1=2)=O.[CH3:23][O:24][C:25](=[O:35])[CH2:26][C:27]1[CH:32]=[CH:31][C:30]([CH2:33][OH:34])=[CH:29][CH:28]=1.S([O-])([O-])(=O)=S.[Na+].[Na+]>ClCCl.CCOCC.C(=O)(O)[O-].[Na+]>[CH3:23][O:24][C:25](=[O:35])[CH2:26][C:27]1[CH:32]=[CH:31][C:30]([CH:33]=[O:34])=[CH:29][CH:28]=1 |f:2.3.4,7.8|. Procedure details: To a stirring solution of Dess-Martin Periodinane (1.5 eq) in dichloromethane (0.3 M) at room temperature under nitrogen was added a solution of 29 in dichloromethane (0.2 M). After 4 hours the reaction was diluted with ether (0.1 M). The reaction mixture was then poured into a solution of sodium thiosulfate (10.5 eq) in saturated sodium bicarbonate (0.5 M) and stirred for 30 minutes. The phases were separated and the organic phase was washed with saturated sodium bicarbonate (1×), H2O (1×) and ...